Dataset: the Open Reaction Database (ORD), a public repository of structured organic reaction records. Task: describe an organic reaction: reactants, conditions, products, and yield Reactants: CC1CCC(=O)N1[NH3+], [Cl-], COC(=O)CC(=O)c1ccc(F)cc1, c1ccncc1. The product is COC(=O)CC(=NN1C(=O)CCC1C)c1ccc(F)cc1. Reaction SMILES: [CH3:16][CH:17]1[N:18]([NH3+:23])[C:19](=[O:22])[CH2:20][CH2:21]1.[Cl-:15].[F:1][c:2]1[cH:3][cH:4][c:5]([C:8]([CH2:9][C:10](=[O:11])[O:12][CH3:13])=[O:14])[cH:6][cH:7]1.[cH:24]1[cH:25][cH:26][n:27][cH:28][cH:29]1>>[F:1][c:2]1[cH:3][cH:4][c:5]([C:8]([CH2:9][C:10](=[O:11])[O:12][CH3:13])=[N:23][N:18]2[CH:17]([CH3:16])[CH2:21][CH2:20][C:19]2=[O:22])[cH:6][cH:7]1. The reactants are Cc1cc(C)nc(NC2CCN(C(=O)OC(C)(C)C)CC2)n1, C1CCOC1, Cl. The product is Cc1cc(C)nc(NC2CCNCC2)n1. Reaction SMILES: [C:1]([O:2][C:3](=[O:4])[N:8]1[CH2:9][CH2:10][CH:11]([NH:14][c:15]2[n:16][c:17]([CH3:22])[cH:18][c:19]([CH3:21])[n:20]2)[CH2:12][CH2:13]1)([CH3:5])([CH3:6])[CH3:7].[CH2:24]1[O:25][CH2:26][CH2:27][CH2:28]1.[ClH:23]>>[NH:8]1[CH2:9][CH2:10][CH:11]([NH:14][c:15]2[n:16][c:17]([CH3:22])[cH:18][c:19]([CH3:21])[n:20]2)[CH2:12][CH2:13]1. Reactants: CN(C(=O)OC)CC(=O)C1=CC=C(C=C1)OC(F)F (2-(N-methyl-N-(methoxycarbonyl)amino)-4'-difluoromethoxyacetophenone), C(C)OCC (diethyl ether). Yields the product CN(C(=O)OC)CC(=O)C1=CC=C(C=C1)OCCC (2-(N-methyl-N-(methoxycarbonyl)amino)-4'-propoxyacetophenone). As a reaction SMILES: [CH3:1][N:2]([CH2:7][C:8]([C:10]1[CH:15]=[CH:14][C:13]([O:16][CH:17](F)F)=[CH:12][CH:11]=1)=[O:9])[C:3]([O:5][CH3:6])=[O:4].[CH2:20](OCC)[CH3:21]>>[CH3:1][N:2]([CH2:7][C:8]([C:10]1[CH:15]=[CH:14][C:13]([O:16][CH2:17][CH2:20][CH3:21])=[CH:12][CH:11]=1)=[O:9])[C:3]([O:5][CH3:6])=[O:4]. Reported procedure: By substantially following the procedure given in Example 19b, substituting 2-(N-methyl-N-(methoxycarbonyl)amino)-4'-propoxyacetophenone for 2-(N-methyl-N-(methoxycarbonyl)amino)-4'-difluoromethoxyacetophenone and using diethyl ether as solvent and continuing with Example 19dii the expected compound, an oil, bp 150°-160° C. at 0.2 torr, was obtained. Reactants: [BH4-], O=C([O-])O, CCOC(C)=O, Fc1ccc2c(c1)CCN=C2c1ccc(C(F)(F)F)cc1, [Na+], [Na+], O. Product: Fc1ccc2c(c1)CCNC2c1ccc(C(F)(F)F)cc1. As a reaction SMILES: [BH4-:1].[C:4](=[O:5])([OH:6])[O-:7].[CH3:30][CH2:31][O:32][C:33](=[O:34])[CH3:35].[F:9][c:10]1[cH:11][c:12]2[c:17]([cH:18][cH:19]1)[C:16]([c:20]1[cH:21][cH:22][c:23]([C:26]([F:27])([F:28])[F:29])[cH:24][cH:25]1)=[N:15][CH2:14][CH2:13]2.[Na+:2].[Na+:8].[OH2:3]>>[F:9][c:10]1[cH:11][c:12]2[c:17]([cH:18][cH:19]1)[CH:16]([c:20]1[cH:21][cH:22][c:23]([C:26]([F:27])([F:28])[F:29])[cH:24][cH:25]1)[NH:15][CH2:14][CH2:13]2. Reactants: [Cl-].NC1=[N+](C(=C(C(=C1)NCCCC)C#N)Cl)CCCC (2-amino-1-n-butyl-4-n-butylamino-6-chloro-5-cyano-pyridinium chloride), C[O-].[Na+] (sodium methoxide). The solvent is CN(C=O)C (dimethylformamide). Product: [Cl-].NC1=[N+](C(=C(C(=C1)NCCCC)C#N)OC)CCCC (2-amino-1-n-butyl-4-n-butylamino-5-cyano-6-methoxy pyridinium chloride). The yield is 32.0%. As a reaction SMILES: [Cl-].[NH2:2][C:3]1[CH:8]=[C:7]([NH:9][CH2:10][CH2:11][CH2:12][CH3:13])[C:6]([C:14]#[N:15])=[C:5]([Cl:16])[N+:4]=1[CH2:17][CH2:18][CH2:19][CH3:20].[CH3:21][O-:22].[Na+]>CN(C)C=O>[Cl-:16].[NH2:2][C:3]1[CH:8]=[C:7]([NH:9][CH2:10][CH2:11][CH2:12][CH3:13])[C:6]([C:14]#[N:15])=[C:5]([O:22][CH3:21])[N+:4]=1[CH2:17][CH2:18][CH2:19][CH3:20] |f:0.1,2.3,5.6|. Reported procedure: 3.2 gms (.01 mole) of 2-amino-1-n-butyl-4-n-butylamino-6-chloro-5-cyano-pyridinium chloride (compound 6 - Table 1) was dissolved in dry dimethylformamide, 0.06 gms (0.01 mole) of sodium methoxide added, and the mixture refluxed for 60 minutes, filtered and solvent evaporated off. The solid was recrystallised from acetone to give 1.0 gm (30% yield) of 2-amino-1-n-butyl-4-n-butylamino-5-cyano-6-methoxy pyridinium chloride (MPt 187° - 189°C.)